From a dataset of the Open Reaction Database (ORD), a public repository of structured organic reaction records. describe an organic reaction: reactants, conditions, products, and yield Starting materials: CCCCc1oc2ccccc2c1C=O, CC(=O)[O-], CO, Cl, NO, [Na+], O. Product: CCCCc1oc2ccccc2c1C=NO. As a reaction SMILES: [CH2:1]([CH2:2][CH2:3][CH3:4])[c:5]1[o:6][c:7]2[c:8]([c:9]1[CH:10]=[O:11])[cH:12][cH:13][cH:14][cH:15]2.[CH3:17][C:18](=[O:19])[O-:20].[CH3:24][OH:25].[ClH:21].[NH2:22][OH:23].[Na+:16].[OH2:26]>>[CH2:1]([CH2:2][CH2:3][CH3:4])[c:5]1[o:6][c:7]2[c:8]([c:9]1[CH:10]=[N:22][OH:23])[cH:12][cH:13][cH:14][cH:15]2. The reactants are BrCC1=CC=C(C=C1)C#N (alpha-bromo-4-toluonitrile), N1C=NC=C1 (imidazole). RXN SMILES: Br[CH2:2][C:3]1[CH:8]=[CH:7][C:6]([C:9]#[N:10])=[CH:5][CH:4]=1.[NH:11]1[CH:15]=[CH:14][N:13]=[CH:12]1>ClCCl.O>[NH:11]1[CH:15]=[CH:14][N:13]=[C:12]1[CH2:2][C:3]1[CH:8]=[CH:7][C:6]([C:9]#[N:10])=[CH:5][CH:4]=1. Procedure: A solution of alpha-bromo-4-toluonitrile (86.6 g) in dichloromethane (1000 mL) is mixed with imidazole (68.0 g). The mixture is stirred at ambient temperature for 15 hours and then diluted with water (1000 mL). Any undissolved solid is removed by filtration and the separated organic solution is then repeatedly washed with water (5×200 mL) to remove excess imidazole, and then dried (MgSO4). The crude product obtained upon evaporation of the solvent can be purified by trituration with cold diethyl... Reaction conditions: time 15 hour. Yields the product N1C(=NC=C1)CC1=CC=C(C#N)C=C1 (4-(1-imidazolylmethyl)-benzonitrile). Run in O (water), ClCCl (dichloromethane). The reactants are COC=1C=C(C(=CC(=O)OCC)C)C=CC1OC (ethyl 3,4-dimethoxy-β-methylcinnamate), C(C1=CC=CC=C1)=O (benzaldehyde), Cl (hydrochloric acid), CC(C)([O-])C.[K+] (potassium tert. butoxide), C([O-])([O-])=O.[Na+].[Na+] (sodium carbonate). Run in CN(C=O)C (dimethylformamide), CN(C=O)C (dimethylformamide), O (water), O (water). Product: COC=1C=C(C=CC1OC)C(=CCC(=O)O)C=CC1=CC=CC=C1 (3-(3,4-Dimethoxyphenyl)-5-phenylpenta-2,4-diene-1-carboxylic acid). RXN SMILES: C[C:2]([CH3:5])([O-:4])C.[K+].[CH3:7][O:8][C:9]1[CH:10]=[C:11]([CH:20]=[CH:21][C:22]=1[O:23][CH3:24])[C:12]([CH3:19])=[CH:13][C:14](OCC)=O.C(=O)[C:26]1[CH:31]=[CH:30][CH:29]=[CH:28][CH:27]=1.Cl.C(=O)([O-])[O-:35].[Na+].[Na+]>CN(C)C=O.O>[CH3:7][O:8][C:9]1[CH:10]=[C:11]([C:12]([CH:13]=[CH:14][C:26]2[CH:31]=[CH:30][CH:29]=[CH:28][CH:27]=2)=[CH:19][CH2:5][C:2]([OH:35])=[O:4])[CH:20]=[CH:21][C:22]=1[O:23][CH3:24] |f:0.1,5.6.7|. Procedure details: 5.05 g (45 mmols) of potassium tert. butoxide were dissolved in 20 ml of absolute dimethylformamide, and a solution of 10.0 g (40 mmols) of ethyl 3,4-dimethoxy-β-methylcinnamate and 4.78 g (45 mmols) of benzaldehyde in 10 ml of absolute dimethylformamide was added dropwise thereto, while stirring and cooling on an ice bath. The mixture was then stirred for 4 hours at room temperature, combined with water and acidified with hydrochloric acid. The greasy substance obtained thereby was stirred with... The reactants are step-ii, CC1=NN(C(=C1C1=CNC2=NC=C(C=C21)C2=CC=C(C=C2)N2CCN(CC2)C(=O)OC(C)(C)C)C)CC2=CC(=CC=C2)C (tert-butyl 4-(4-(3-(3,5-dimethyl-1-(3-methylbenzyl)-1H-pyrazol-4-yl)-1H-pyrrolo[2,3-b]pyridin-5-yl)phenyl)piperazine-1-carboxylate), CO.Cl.O1CCOCC1 (methanol 1,4-dioxane HCl). Product: Cl.CC1=NN(C(=C1C1=CNC2=NC=C(C=C21)C2=CC=C(C=C2)N2CCNCC2)C)CC2=CC(=CC=C2)C (3-(3,5-dimethyl-1-(3-methylbenzyl)-1H-pyrazol-4-yl)-5-(4-(piperazin-1-yl)phenyl)-1H-pyrrolo[2,3-b]pyridine hydrochloride). Yield: 63.0%. RXN SMILES: [CH3:1][C:2]1[C:6]([C:7]2[C:15]3[C:10](=[N:11][CH:12]=[C:13]([C:16]4[CH:21]=[CH:20][C:19]([N:22]5[CH2:27][CH2:26][N:25](C(OC(C)(C)C)=O)[CH2:24][CH2:23]5)=[CH:18][CH:17]=4)[CH:14]=3)[NH:9][CH:8]=2)=[C:5]([CH3:35])[N:4]([CH2:36][C:37]2[CH:42]=[CH:41][CH:40]=[C:39]([CH3:43])[CH:38]=2)[N:3]=1.CO.[ClH:46].O1CCOCC1>>[ClH:46].[CH3:1][C:2]1[C:6]([C:7]2[C:15]3[C:10](=[N:11][CH:12]=[C:13]([C:16]4[CH:17]=[CH:18][C:19]([N:22]5[CH2:27][CH2:26][NH:25][CH2:24][CH2:23]5)=[CH:20][CH:21]=4)[CH:14]=3)[NH:9][CH:8]=2)=[C:5]([CH3:35])[N:4]([CH2:36][C:37]2[CH:42]=[CH:41][CH:40]=[C:39]([CH3:43])[CH:38]=2)[N:3]=1 |f:1.2.3,4.5|. Procedure details: Using similar reaction conditions as described in step-ii of example-7, tert-butyl 4-(4-(3-(3,5-dimethyl-1-(3-methylbenzyl)-1H-pyrazol-4-yl)-1H-pyrrolo[2,3-b]pyridin-5-yl)phenyl)piperazine-1-carboxylate (20 mg, 0.034 mmol) was deprotected in methanol/1,4-dioxane HCl in (0.3/1 ml). This afforded 10 mg (63% yield) of the titled compound. 1H NMR (CD3OD, 400 MHz): δ 8.74 (s, 1H), 8.65 (s, 1H), 7.86 (s, 1H), 7.71-7.69 (d, 2H), 7.32-7.29 (t, 1H), 7.20-7.15 (m, 4H), 7.09-7.07 (d, 1H), 5.51 (s, 2H), 3.5... Reactants: CC(=O)Oc1cc(OC2CCOCC2)c2c(=O)[nH]cnc2c1, CCN(C(C)C)C(C)C, ClCCCl, O=P(Cl)(Cl)Cl. Yields the product CC(=O)Oc1cc(OC2CCOCC2)c2c(Cl)ncnc2c1. RXN SMILES: [C:1]([CH3:2])(=[O:3])[O:4][c:5]1[cH:6][c:7]([O:16][CH:17]2[CH2:18][CH2:19][O:20][CH2:21][CH2:22]2)[c:8]2[c:9](=[O:15])[nH:10][cH:11][n:12][c:13]2[cH:14]1.[CH:23]([N:24]([CH:25]([CH3:26])[CH3:27])[CH2:28][CH3:29])([CH3:30])[CH3:31].[Cl:37][CH2:38][CH2:39][Cl:40].[P:32]([Cl:33])([Cl:34])([Cl:35])=[O:36]>>[C:1]([CH3:2])(=[O:3])[O:4][c:5]1[cH:6][c:7]([O:16][CH:17]2[CH2:18][CH2:19][O:20][CH2:21][CH2:22]2)[c:8]2[c:9]([Cl:34])[n:10][cH:11][n:12][c:13]2[cH:14]1. Reactants: NC1=C(C=C(OC2=CCN(C3=CC=C(C=C23)C#N)O)C=C1)F (4-(4-Amino-3-fluorophenoxy)-1-hydroxy-6-quinoline carbonitrile), BrCC1CCN(CC1)C(=O)OC(C)(C)C (tert-butyl 4-(bromomethyl)-1-piperidinecarboxylate), C([O-])([O-])=O.[K+].[K+] (potassium carbonate), CN(C=O)C (dimethylformamide). Run in C(C)(=O)OCC (ethyl acetate), CCCCCC (hexane), C(C)(=O)OCC (ethyl acetate), O (Water), C(C)(=O)OCC (ethyl acetate). Yields the product NC1=C(C=C(OC2=CC=NC3=CC(=C(C=C23)C#N)OCC2CCN(CC2)C(=O)OC(C)(C)C)C=C1)F (tert-Butyl 4-(((4-(4-amino-3-fluorophenoxy)-6-cyano-7-quinolyl)oxy)methyl)-1-piperidinecarboxylate). Yield: 51.1%. As a reaction SMILES: [NH2:1][C:2]1[CH:21]=[CH:20][C:5]([O:6][C:7]2[C:16]3[C:11](=[CH:12][CH:13]=[C:14]([C:17]#[N:18])[CH:15]=3)[N:10](O)[CH2:9][CH:8]=2)=[CH:4][C:3]=1[F:22].Br[CH2:24][CH:25]1[CH2:30][CH2:29][N:28]([C:31]([O:33][C:34]([CH3:37])([CH3:36])[CH3:35])=[O:32])[CH2:27][CH2:26]1.C(=O)([O-])[O-:39].[K+].[K+].CN(C)C=O>C(OCC)(=O)C.CCCCCC.O>[NH2:1][C:2]1[CH:21]=[CH:20][C:5]([O:6][C:7]2[C:16]3[C:11](=[CH:12][C:13]([O:39][CH2:24][CH:25]4[CH2:30][CH2:29][N:28]([C:31]([O:33][C:34]([CH3:37])([CH3:36])[CH3:35])=[O:32])[CH2:27][CH2:26]4)=[C:14]([C:17]#[N:18])[CH:15]=3)[N:10]=[CH:9][CH:8]=2)=[CH:4][C:3]=1[F:22] |f:2.3.4|. Procedure: 4-(4-Amino-3-fluorophenoxy)-1-hydroxy-6-quinoline carbonitrile (500 mg), tert-butyl 4-(bromomethyl)-1-piperidinecarboxylate (550 mg), potassium carbonate (700 mg) and dimethylformamide (5 ml) were stirred together at 60° C. for 2 hours. Water and ethyl acetate were added for extraction, and the extract was dried over magnesium sulfate. The drying agent was filtered out, and silica gel was added to the filtrate which was then distilled off under reduced pressure for adsorption. The reaction solut... Starting materials: [Li]CCCC, O=CC(F)=C(c1ccc(Cl)cc1)C1CC1, C1CCOC1, Fc1ccc(CBr)cc1Oc1ccccc1. The product is OC(Cc1ccc(F)c(Oc2ccccc2)c1)C(F)=C(c1ccc(Cl)cc1)C1CC1. RXN SMILES: [CH2:1]([Li:2])[CH2:3][CH2:4][CH3:5].[Cl:22][c:23]1[cH:24][cH:25][c:26]([C:27](=[C:28]([CH:29]=[O:30])[F:31])[CH:32]2[CH2:33][CH2:34]2)[cH:35][cH:36]1.[O:37]1[CH2:38][CH2:39][CH2:40][CH2:41]1.[O:6]([c:7]1[cH:8][cH:9][cH:10][cH:11][cH:12]1)[c:13]1[cH:14][c:15]([CH2:16][Br:17])[cH:18][cH:19][c:20]1[F:21]>>[O:6]([c:7]1[cH:8][cH:9][cH:10][cH:11][cH:12]1)[c:13]1[cH:14][c:15]([CH2:16][CH:29]([C:28](=[C:27]([c:26]2[cH:25][cH:24][c:23]([Cl:22])[cH:36][cH:35]2)[CH:32]2[CH2:33][CH2:34]2)[F:31])[OH:30])[cH:18][cH:19][c:20]1[F:21].